describe an organic reaction: reactants, conditions, products, and yield From a dataset of the Open Reaction Database (ORD), a public repository of structured organic reaction records. Starting materials: ClC1=C(C=C(C(=O)CCC(=O)O)C=C1)O (3-(4-chloro-3-hydroxybenzoyl)propionic acid), O.NN (hydrazine hydrate), Example 3 ( i ). Yields the product ClC1=C(C=C(C=C1)C=1CCC(NN1)=O)O (6-(4-chloro-3-hydroxyphenyl)-4,5-dihydro-3(2H)-pyridazinone). RXN SMILES: [Cl:1][C:2]1[CH:14]=[CH:13][C:5]([C:6]([CH2:8][CH2:9][C:10](O)=[O:11])=O)=[CH:4][C:3]=1[OH:15].O.[NH2:17][NH2:18]>>[Cl:1][C:2]1[CH:14]=[CH:13][C:5]([C:6]2[CH2:8][CH2:9][C:10](=[O:11])[NH:17][N:18]=2)=[CH:4][C:3]=1[OH:15] |f:1.2|. Procedure details: 3-(4-chloro-3-hydroxybenzoyl)propionic acid was cyclised with hydrazine hydrate in a similar manner to that described in Example 3 (i) to give 6-(4-chloro-3-hydroxyphenyl)-4,5-dihydro-3(2H)-pyridazinone. Reactants: C1(CCC1)CO (cyclobutyl-methanol), C(C)OC(=O)C=P(C1=CC=CC=C1)(C1=CC=CC=C1)C1=CC=CC=C1 (ethoxycarbonylmethylene triphenylphosphorane), N1=CC=CC=C1 (pyridine). Reagents/catalysts: [O-2].[O-2].[Mn+4] (Manganese dioxide). The solvent is C(Cl)(Cl)Cl (chloroform). Run at temperature 70 celsius, time 20 hour. The product is C1(CCC1)C=CC(=O)OCC (ethyl 3-cyclobutylprop-2-enoate). Isolated yield 24.4%. As a reaction SMILES: [CH:1]1([CH2:5]O)[CH2:4][CH2:3][CH2:2]1.[CH2:7]([O:9][C:10]([CH:12]=P(C1C=CC=CC=1)(C1C=CC=CC=1)C1C=CC=CC=1)=[O:11])[CH3:8].N1C=CC=CC=1>C(Cl)(Cl)Cl.[O-2].[O-2].[Mn+4]>[CH:1]1([CH:5]=[CH:12][C:10]([O:9][CH2:7][CH3:8])=[O:11])[CH2:2][CH2:3][CH2:4]1 |f:4.5.6|. Reported procedure: A mixture of cyclobutyl-methanol (8.00 g, 93.02 mmol), ethoxycarbonylmethylene triphenylphosphorane (19.42 g, 55.81 mmol) and pyridine (3 mL) were dissolved in dry chloroform (100 mL) and heated at 70° C. Manganese dioxide (97.11 g, 1.12 mol) was added portion wise over a period of 5 h (with 1 h gap between each addition) and refluxing was continued for 20 h. The reaction mixture was cooled to room temperature, filtered over celite and washed with chloroform. The filtrate was concentrated and th... Reactants: CC(O)C(=O)O, CCO, CN=C1SCC(O)(c2ccc(Cl)c(S(N)(=O)=O)c2)N1C. The product is CC(O)C(=O)O, CN=C1SCC(O)(c2ccc(Cl)c(S(N)(=O)=O)c2)N1C. As a reaction SMILES: [CH3:21][CH:22]([OH:23])[C:24]([OH:25])=[O:26].[CH3:27][CH2:28][OH:29].[Cl:1][c:2]1[c:3]([S:17]([NH2:18])(=[O:19])=[O:20])[cH:4][c:5]([C:8]2([OH:16])[N:9]([CH3:15])[C:10](=[N:13][CH3:14])[S:11][CH2:12]2)[cH:6][cH:7]1>>[CH3:21][CH:22]([OH:23])[C:24](=[O:25])[OH:26].[Cl:1][c:2]1[c:3]([S:17]([NH2:18])(=[O:19])=[O:20])[cH:4][c:5]([C:8]2([OH:16])[N:9]([CH3:15])[C:10](=[N:13][CH3:14])[S:11][CH2:12]2)[cH:6][cH:7]1. Reactants: BrC=CC1=CC=C(C=C1)F (1-(2-Bromovinyl)-4-fluorobenzene), ClC=1C(=CC=2C3=C(NC2C1)CCN(C3)C)Cl (7,8-Dichloro-2-methyl-2,3,4,5-tetrahydro-1H-pyrido[4,3-b]indole), N1[C@H](C(=O)O)CCC1 (L-proline), P(=O)([O-])([O-])[O-].[K+].[K+].[K+] (potassium phosphate). Reagents/catalysts: [Cu]I (Copper (I) iodide). Run in CN(C)C=O (DMF). Conditions: time 10 minute. The product is ClC=1C(=CC=2C3=C(N(C2C1)\C=C(/C)\C1=CC=C(C=C1)F)CCN(C3)C)Cl ((E)-7,8-dichloro-5-(2-(4-fluorophenyl)prop-1-enyl)-2-methyl-2,3,4,5-tetrahydro-1H-pyrido[4,3-b]indole). Reaction SMILES: [Cl:1][C:2]1[C:3]([Cl:16])=[CH:4][C:5]2[C:6]3[CH2:14][N:13]([CH3:15])[CH2:12][CH2:11][C:7]=3[NH:8][C:9]=2[CH:10]=1.N1CCC[C@H:18]1C(O)=O.P([O-])([O-])([O-])=O.[K+].[K+].[K+].Br[CH:34]=[CH:35][C:36]1[CH:41]=[CH:40][C:39]([F:42])=[CH:38][CH:37]=1>CN(C=O)C.[Cu]I>[Cl:1][C:2]1[C:3]([Cl:16])=[CH:4][C:5]2[C:6]3[CH2:14][N:13]([CH3:15])[CH2:12][CH2:11][C:7]=3[N:8](/[CH:34]=[C:35](/[C:36]3[CH:41]=[CH:40][C:39]([F:42])=[CH:38][CH:37]=3)\[CH3:18])[C:9]=2[CH:10]=1 |f:2.3.4.5|. Procedure details: 7,8-Dichloro-2-methyl-2,3,4,5-tetrahydro-1H-pyrido[4,3-b]indole (900 mg, 3.54 mmol) was dissolved in DMF (5 mL). Copper (I) iodide (66 mg, 0.354 mmol), L-proline (81 mg, 0.69 mmol) and potassium phosphate (1.5 g, 7.08 mmol) were added and the reaction mixture was stirred for 10 min. at RT. 1-(2-Bromovinyl)-4-fluorobenzene (900 mg, 4.23 mmol) was added dropwise and the reaction mixture was purged with nitrogen. The reaction mixture was heated overnight at 80° C. (prolonged heating in some cases w... Reactants: O1CCC2=C1C(=CC=C2)CO (2,3-dihydro-benzofuran-7-methanol), CS(=O)C (DMSO), C(C(=O)Cl)(=O)Cl (oxalyl chloride). Run in C(C)N(CC)CC (triethyl amine). The product is O1CCC2=C1C(=CC=C2)C=O (2.3-Dihydro-benzofuran-7-carboxaldehyde). Yield: 95.4%. Reaction SMILES: [O:1]1[C:5]2[C:6]([CH2:10][OH:11])=[CH:7][CH:8]=[CH:9][C:4]=2[CH2:3][CH2:2]1.CS(C)=O.C(Cl)(=O)C(Cl)=O>C(N(CC)CC)C>[O:1]1[C:5]2[C:6]([CH:10]=[O:11])=[CH:7][CH:8]=[CH:9][C:4]=2[CH2:3][CH2:2]1. Procedure details: A solution of 2,3-dihydro-benzofuran-7-methanol (8.13 g, 54.5 mmol) was oxidized using DMSO, oxalyl chloride, and triethyl amine similar to the above procedures to give the product as an oil (7.7 g, 95%). Starting materials: N1CCCCC1 (piperidine), F[B-](F)(F)F.CN(C1=CC=C(C=N[N+]2=C(N(C=C2)C)C)C=C1)C (1-[[p-(dimethylamino)benzylidene]-amino]-2,3-dimethylimidazolium tetrafluoroborate), O (water), CN(C1=CC=C(C=O)C=C1)C (p-(dimethylamino)benzaldehyde), N1CCCCC1 (piperidine). Solvent: C1(=CC=CC=C1)C (toluene), C1(=CC=CC=C1)C (toluene). The product is F[B-](F)(F)F.CN(C1=CC=C(C=N[N+]2=C(N(C=C2)C)C=CC2=CC=C(C=C2)N(C)C)C=C1)C (1-[[p-(dimethylamino)benzylidene]amino]-2-[p-(dimethylamino)styryl]-3-methylimidazolium tetrafluoroborate). RXN SMILES: [F:1][B-:2]([F:5])([F:4])[F:3].[CH3:6][N:7]([CH3:23])[C:8]1[CH:22]=[CH:21][C:11]([CH:12]=[N:13][N+:14]2[CH:18]=[CH:17][N:16]([CH3:19])[C:15]=2[CH3:20])=[CH:10][CH:9]=1.[CH3:24][N:25]([CH3:34])[C:26]1[CH:33]=[CH:32][C:29]([CH:30]=O)=[CH:28][CH:27]=1.N1CCCCC1.O>C1(C)C=CC=CC=1>[F:1][B-:2]([F:5])([F:4])[F:3].[CH3:23][N:7]([CH3:6])[C:8]1[CH:9]=[CH:10][C:11]([CH:12]=[N:13][N+:14]2[CH:18]=[CH:17][N:16]([CH3:19])[C:15]=2[CH:20]=[CH:30][C:29]2[CH:32]=[CH:33][C:26]([N:25]([CH3:34])[CH3:24])=[CH:27][CH:28]=2)=[CH:21][CH:22]=1 |f:0.1,6.7|. Procedure: 0.66 g of 1-[[p-(dimethylamino)benzylidene]-amino]-2,3-dimethylimidazolium tetrafluoroborate, 0.45 g of p-(dimethylamino)benzaldehyde and 0.34 g of piperidine are suspended in 30 ml of toluene, whereupon the suspension is heated to boiling under reflux for about 70 hours on a water separator filled with toluene which contains 5% piperidine. The precipitated material is removed by filtration under suction, washed with toluene, twice with diethyl ether and twice with water and recrystallized from ...